This data is from the Open Reaction Database (ORD), a public repository of structured organic reaction records. The task is: describe an organic reaction: reactants, conditions, products, and yield As a reaction SMILES: C([O:3][C:4](=[O:40])[CH2:5][O:6][C:7]1[CH:12]=[C:11]([C:13](=[O:24])[C:14]2[CH:19]=[CH:18][CH:17]=[C:16]([C:20]([O:22]C)=[O:21])[CH:15]=2)[CH:10]=[CH:9][C:8]=1[O:25][CH2:26][CH2:27][CH2:28][CH2:29]/[CH:30]=[CH:31]/[C:32]1[CH:37]=[CH:36][C:35]([O:38][CH3:39])=[CH:34][CH:33]=1)C>CO.[OH-].[Na+]>[C:20]([C:16]1[CH:15]=[C:14]([CH:19]=[CH:18][CH:17]=1)[C:13]([C:11]1[CH:10]=[CH:9][C:8]([O:25][CH2:26][CH2:27][CH2:28][CH2:29]/[CH:30]=[CH:31]/[C:32]2[CH:33]=[CH:34][C:35]([O:38][CH3:39])=[CH:36][CH:37]=2)=[C:7]([CH:12]=1)[O:6][CH2:5][C:4]([OH:40])=[O:3])=[O:24])([OH:22])=[O:21] |f:2.3|. Procedure: Under the conditions of example 1B, 30 mg of 5-(3-methoxycarbonylbenzoyl)-2-[6-(4-methoxyphenyl)-(5E)-5-hexenyloxy]-phenoxy acetic acid ethyl ester is saponified in 1 ml of methanol with 1 ml of In sodium hydroxide solution and worked up. 22 mg of 5-(3-carboxybenzoyl)-2-[6-(4-methoxyphenyl)-(5E)-5hexenyloxy]-phenoxy acetic acid is obtained as colorless oil. Solvent: CO (methanol), [OH-].[Na+] (sodium hydroxide). Reactants: C(C)OC(COC1=C(C=CC(=C1)C(C1=CC(=CC=C1)C(=O)OC)=O)OCCCC\C=C\C1=CC=C(C=C1)OC)=O (5-(3-methoxycarbonylbenzoyl)-2-[6-(4-methoxyphenyl)-(5E)-5-hexenyloxy]-phenoxy acetic acid ethyl ester). Yield: 79.4%. The product is C(=O)(O)C=1C=C(C(=O)C=2C=CC(=C(OCC(=O)O)C2)OCCCC\C=C\C2=CC=C(C=C2)OC)C=CC1 (5-(3-carboxybenzoyl)-2-[6-(4-methoxyphenyl)-(5E)-5hexenyloxy]-phenoxy acetic acid).